From a dataset of the Open Reaction Database (ORD), a public repository of structured organic reaction records. describe an organic reaction: reactants, conditions, products, and yield Starting materials: OCC1(CCN(CC1)C(=O)OC(C)(C)C)C1=CC=CC=C1 (tert-butyl 4-(hydroxymethyl)-4-phenylpiperidine-1-carboxylate), BrCC=1C=C(C=C2C=NN(C12)COCC[Si](C)(C)C)C(F)(F)F (7-(bromomethyl)-5-(trifluoromethyl)-1-((2-(trimethylsilyl)ethoxy)methyl)-1H-indazole), [H-].[Na+] (sodium hydride). Run in CN(C=O)C (dimethylformamide). Reaction conditions: temperature 0 celsius, time 30 minute. The product is C1(=CC=CC=C1)C1(CCN(CC1)C(=O)OC(C)(C)C)COCC=1C=C(C=C2C=NN(C12)COCC[Si](C)(C)C)C(F)(F)F (tert-Butyl 4-phenyl-4-(((5-(trifluoromethyl)-1-((2-(trimethylsilyl)ethoxy)methyl)-1H-indazol-7-yl)methoxy)methyl)piperidine-1-carboxylate). Reaction SMILES: [OH:1][CH2:2][C:3]1([C:16]2[CH:21]=[CH:20][CH:19]=[CH:18][CH:17]=2)[CH2:8][CH2:7][N:6]([C:9]([O:11][C:12]([CH3:15])([CH3:14])[CH3:13])=[O:10])[CH2:5][CH2:4]1.Br[CH2:23][C:24]1[CH:25]=[C:26]([C:41]([F:44])([F:43])[F:42])[CH:27]=[C:28]2[C:32]=1[N:31]([CH2:33][O:34][CH2:35][CH2:36][Si:37]([CH3:40])([CH3:39])[CH3:38])[N:30]=[CH:29]2.[H-].[Na+]>CN(C)C=O>[C:16]1([C:3]2([CH2:2][O:1][CH2:23][C:24]3[CH:25]=[C:26]([C:41]([F:44])([F:42])[F:43])[CH:27]=[C:28]4[C:32]=3[N:31]([CH2:33][O:34][CH2:35][CH2:36][Si:37]([CH3:38])([CH3:39])[CH3:40])[N:30]=[CH:29]4)[CH2:8][CH2:7][N:6]([C:9]([O:11][C:12]([CH3:14])([CH3:15])[CH3:13])=[O:10])[CH2:5][CH2:4]2)[CH:17]=[CH:18][CH:19]=[CH:20][CH:21]=1 |f:2.3|. Procedure: To a solution of tert-butyl 4-(hydroxymethyl)-4-phenylpiperidine-1-carboxylate (0.669 g, 2.3 mmol) and 7-(bromomethyl)-5-(trifluoromethyl)-1-((2-(trimethylsilyl)ethoxy)methyl)-1H-indazole (0.94 g, 2.3 mmol) in dimethylformamide (7 mL) at 0° C. was added sodium hydride (60% in mineral oil, 0.119 g, 3.0 mmol). The resulting solution was stirred at 0° C. for 30 min. The reaction was quenched by the cautious addition of saturated ammonium chloride and diluted with diethyl ether. The ethereal was was... Reactants: [N+](=O)([O-])[O-].[NH4+] (ammonium nitrate), FC(S(=O)(=O)[O-])(F)F.[N+](=O)([O-])C1(C[NH2+]C1)[N+](=O)[O-] (3,3-dinitroazetidinium trifluoromethanesulfonate). Solvent: CO (methanol), CO (methanol). Conditions: time 1 minute. Yields the product resultant product, [N+](=O)([O-])[O-].[N+](=O)([O-])C1(C[NH2+]C1)[N+](=O)[O-] (3,3-dinitroazetidinium nitrate). The yield is 24.9%. As a reaction SMILES: FC(F)(F)S([O-])(=O)=O.[N+:9]([C:12]1([N+:16]([O-:18])=[O:17])[CH2:15][NH2+:14][CH2:13]1)([O-:11])=[O:10].[N+:19]([O-:22])([O-:21])=[O:20].[NH4+]>CO>[N+:19]([O-:22])([O-:21])=[O:20].[N+:9]([C:12]1([N+:16]([O-:18])=[O:17])[CH2:15][NH2+:14][CH2:13]1)([O-:11])=[O:10] |f:0.1,2.3,5.6|. Procedure details: The resultant compound of example 4 was converted to 1,3,3-trinitroazetidine as follows. To 1-tertiarybutyl-3,3-dinitroazetidine (20 g, 0.099 mole) in 25 ml of chloroform was added benzyl chloroformate (9.24 g, 0.054 mole). The mixture was stirred under reflux for 24 hours during which time isobutylene was generated and a white precipitate was formed. The mixture was allowed to cool and was the precipitate was separated by filtration. The filter cake was washed with methylene chloride, air dried...